From a dataset of the Open Reaction Database (ORD), a public repository of structured organic reaction records. describe an organic reaction: reactants, conditions, products, and yield The reactants are [OH-].[Li+] (lithium hydroxide), Cl (HCl), C(CCCCC)C1=CC=CC=C1C1=CC=C(OC2C(NC(C2)C(=O)OC)=O)C=C1 (methyl 3-[4-(6-hexylphenyl)phenoxy]-2-pyrrolidone-5-carboxylate). Solvent: O (water), O1CCCC1 (tetrahydrofuran). Run at temperature 58 celsius, time 3.8 hour. The product is C1(=CC=CC=C1)CCCCCCC1=CC=C(OC(C[C@H](N)C(=O)O)C(=O)O)C=C1 (4-(4-(6-Phenylhexyl)phenoxy)glutamic Acid). Yield: 27.3%. Reaction SMILES: [OH-:1].[Li+].[CH2:3]([C:9]1[C:14]([C:15]2[CH:31]=[CH:30][C:18]([O:19][CH:20]3[CH2:24][CH:23]([C:25]([O:27]C)=[O:26])[NH:22][C:21]3=[O:29])=[CH:17][CH:16]=2)=[CH:13][CH:12]=[CH:11][CH:10]=1)[CH2:4][CH2:5][CH2:6][CH2:7][CH3:8].Cl>O.O1CCCC1>[C:3]1([CH2:9][CH2:10][CH2:11][CH2:12][CH2:13][CH2:14][C:15]2[CH:16]=[CH:17][C:18]([O:19][CH:20]([C:21]([OH:29])=[O:1])[CH2:24][C@@H:23]([C:25]([OH:27])=[O:26])[NH2:22])=[CH:30][CH:31]=2)[CH:4]=[CH:5][CH:6]=[CH:7][CH:8]=1 |f:0.1|. Procedure details: A mixture of lithium hydroxide (0.712 g) in water (9.3 ml) and tetrahydrofuran (29 ml) was treated with methyl 3-[4-(6-hexylphenyl)phenoxy]-2-pyrrolidone-5-carboxylate (3.91 g), and heated to 58° C. After about 3.8 hours, the reaction mixture was allowed to cool to room temperature. The reaction mixture was then treated with 5N HCl (5.94 ml). The resulting light suspension was sonicated then stirred at room temperature for fifteen minutes . Insolubles were collected by filtration, washed with 1:... Starting materials: Cc1nc(C#Cc2ccnc(Cl)c2)c(C)n1-c1cc[nH]c(=O)c1, OCCI. Product: Cc1nc(C#Cc2ccnc(Cl)c2)c(C)n1-c1ccn(CCO)c(=O)c1. RXN SMILES: [Cl:1][c:2]1[n:3][cH:4][cH:5][c:6]([C:8]#[C:9][c:10]2[n:11][c:12]([CH3:23])[n:13](-[c:16]3[cH:17][c:18](=[O:22])[nH:19][cH:20][cH:21]3)[c:14]2[CH3:15])[cH:7]1.[I:24][CH2:25][CH2:26][OH:27]>>[Cl:1][c:2]1[n:3][cH:4][cH:5][c:6]([C:8]#[C:9][c:10]2[n:11][c:12]([CH3:23])[n:13](-[c:16]3[cH:17][c:18](=[O:22])[n:19]([CH2:25][CH2:26][OH:27])[cH:20][cH:21]3)[c:14]2[CH3:15])[cH:7]1. The reactants are Cl.C(#C)C1NCCCC1 (2-ethynylpiperidine hydrochloride), [OH-].[Na+] (NaOH), CC=1SC(=C(N1)C(=O)Cl)C1=CC=CC=C1 (2-methyl-5-phenyl-1,3-thiazole-4-carbonyl chloride). Solvent: CCOC(=O)C (EtOAc), C1(=CC=CC=C1)C (toluene), C1(=CC=CC=C1)C (toluene). Conditions: temperature 0 celsius, time 20 minute. The product is C(#C)C1N(CCCC1)C(=O)C=1N=C(SC1C1=CC=CC=C1)C ((2-ethynylpiperidin-1-yl)(2-methyl-5-phenyl-1,3-thiazol-4-yl)methanone). RXN SMILES: Cl.[C:2]([CH:4]1[CH2:9][CH2:8][CH2:7][CH2:6][NH:5]1)#[CH:3].[OH-].[Na+].[CH3:12][C:13]1[S:14][C:15]([C:21]2[CH:26]=[CH:25][CH:24]=[CH:23][CH:22]=2)=[C:16]([C:18](Cl)=[O:19])[N:17]=1>C1(C)C=CC=CC=1.CCOC(C)=O>[C:2]([CH:4]1[CH2:9][CH2:8][CH2:7][CH2:6][N:5]1[C:18]([C:16]1[N:17]=[C:13]([CH3:12])[S:14][C:15]=1[C:21]1[CH:22]=[CH:23][CH:24]=[CH:25][CH:26]=1)=[O:19])#[CH:3] |f:0.1,2.3|. Procedure details: To a rapidly-stirred mixture of 2-ethynylpiperidine hydrochloride (330 mg, 2.27 mmol), toluene (5 mL), and 1N NaOH (4.7 mL), cooled at 0° C., was added a solution of 2-methyl-5-phenyl-1,3-thiazole-4-carbonyl chloride (539 mg, 2.27 mmol) in toluene (8 mL) dropwise over 20 mins. The mixture was stirred at 0° C. for 20 mins, then allowed to warm to ambient temperature. After 1 h, the solution was diluted with EtOAc and the layers separated. Brine was added to the aqueous layer and it was extracted ... The reactants are BrC=1C=CC2=C(C=C(CO2)C(=O)OC(C)(C)C)C1 (tert-butyl 6-bromo-2H-1-benzopyran-3-carboxylate), B(OC1=CC=C(C=C1)C)([O-])[O-] (4-methylphenyl borate), C([O-])([O-])=O.[K+].[K+] (potassium carbonate). Reagents/catalysts: C=1C=CC(=CC1)[P](C=2C=CC=CC2)(C=3C=CC=CC3)[Pd]([P](C=4C=CC=CC4)(C=5C=CC=CC5)C=6C=CC=CC6)([P](C=7C=CC=CC7)(C=8C=CC=CC8)C=9C=CC=CC9)[P](C=1C=CC=CC1)(C=1C=CC=CC1)C=1C=CC=CC1 (tetrakistriphenylphosphinepalladium). The solvent is C=1(C(=CC=CC1)CCO)C.O (toluene-ethanol water). The product is CC1=CC=C(C=C1)C=1C=CC2=C(C=C(CO2)C(=O)OC(C)(C)C)C1 (tert-butyl 6-(4-methylphenyl)-2H-1-benzopyran-3-carboxylate). Isolated yield 74.1%. Reaction SMILES: Br[C:2]1[CH:3]=[CH:4][C:5]2[O:10][CH2:9][C:8]([C:11]([O:13][C:14]([CH3:17])([CH3:16])[CH3:15])=[O:12])=[CH:7][C:6]=2[CH:18]=1.B([O-])([O-])O[C:21]1[CH:26]=[CH:25][C:24]([CH3:27])=[CH:23][CH:22]=1.C(=O)([O-])[O-].[K+].[K+]>C1(C)C(CCO)=CC=CC=1.O.C1C=CC([P]([Pd]([P](C2C=CC=CC=2)(C2C=CC=CC=2)C2C=CC=CC=2)([P](C2C=CC=CC=2)(C2C=CC=CC=2)C2C=CC=CC=2)[P](C2C=CC=CC=2)(C2C=CC=CC=2)C2C=CC=CC=2)(C2C=CC=CC=2)C2C=CC=CC=2)=CC=1>[CH3:27][C:24]1[CH:25]=[CH:26][C:21]([C:2]2[CH:3]=[CH:4][C:5]3[O:10][CH2:9][C:8]([C:11]([O:13][C:14]([CH3:17])([CH3:16])[CH3:15])=[O:12])=[CH:7][C:6]=3[CH:18]=2)=[CH:22][CH:23]=1 |f:2.3.4,5.6,^1:50,52,71,90|. Procedure details: Under argon atmosphere, a solution of tert-butyl 6-bromo-2H-1-benzopyran-3-carboxylate (5.00 g), 4-methylphenyl borate (2.62 g) and potassium carbonate (4.44 g) in toluene-ethanol-water (160-16-16 ml) was stirred at room temperature for 1 hour. To the reaction mixture was added tetrakistriphenylphosphinepalladium (0.56 g), and the mixture was refluxed for 14 hours and cooled to room temperature. The organic layer was washed with saturated sodium chloride solution, dried with magnesium sulfate an... Reactants: ClC1=C(C=C2C=CNC(C2=C1)=O)OC1CCN(CC1)CC(=O)N(C)C (2-[4-(7-Chloro-1-oxo-1,2-dihydro-isoquinolin-6-yloxy)-piperidin-1-yl]-N,N-dimethyl-acetamide), C(CC)N (propylamine). Yields the product ClC1=C(C=C2C=CNC(C2=C1)=O)OC1CCN(CC1)CC(=O)NCCC (2-[4-(7-Chloro-1-oxo-1,2-dihydro-isoquinolin-6-yloxy)-piperidin-1-yl]-N-propyl-acetamide). Reaction SMILES: [Cl:1][C:2]1[CH:11]=[C:10]2[C:5]([CH:6]=[CH:7][NH:8][C:9]2=[O:12])=[CH:4][C:3]=1[O:13][CH:14]1[CH2:19][CH2:18][N:17]([CH2:20][C:21]([N:23](C)[CH3:24])=[O:22])[CH2:16][CH2:15]1.[CH2:26](N)[CH2:27]C>>[Cl:1][C:2]1[CH:11]=[C:10]2[C:5]([CH:6]=[CH:7][NH:8][C:9]2=[O:12])=[CH:4][C:3]=1[O:13][CH:14]1[CH2:15][CH2:16][N:17]([CH2:20][C:21]([NH:23][CH2:24][CH2:26][CH3:27])=[O:22])[CH2:18][CH2:19]1. Procedure details: The title compound was synthesized following the method described for 2-[4-(7-Chloro-1-oxo-1,2-dihydro-isoquinolin-6-yloxy)-piperidin-1-yl]-acetamide (43), using propylamine. Rt=0.98 min (Method B). Detected mass: 378.2 (M+H+). Starting materials: Cl.CN(CCCN=C=NCC)C (N-[3-(dimethylamino)propyl]-N′-ethylcarbodiimide hydrochloride), S1C(=CC=C1)S(=O)(=O)NC=1C=CC=C2C=C(NC12)C(=O)O (7-[(2-thienylsulfonyl)amino]-1H-indole-2-carboxylic acid), Br.BrCCN ((2-bromoethyl)amine hydrobromide), N1(N=NC2=C1C=CC=C2)O (1H-1,2,3-benzotriazol-1-ol). Run in O (Water), CN(C=O)C (N,N-dimethylformamide), C(C)N(CC)CC (triethylamine). Run at time 8 hour. Yields the product BrCCNC(=O)C=1NC2=C(C=CC=C2C1)NS(=O)(=O)C=1SC=CC1 (N-(2-Bromoethyl)-7-[(2-thienylsulfonyl)amino]-1H-indole-2-carboxamide). The yield is 37.6%. RXN SMILES: [S:1]1[CH:5]=[CH:4][CH:3]=[C:2]1[S:6]([NH:9][C:10]1[CH:11]=[CH:12][CH:13]=[C:14]2[C:18]=1[NH:17][C:16]([C:19]([OH:21])=O)=[CH:15]2)(=[O:8])=[O:7].Br.[Br:23][CH2:24][CH2:25][NH2:26].N1(O)C2C=CC=CC=2N=N1.Cl.CN(C)CCCN=C=NCC>O.CN(C)C=O.C(N(CC)CC)C>[Br:23][CH2:24][CH2:25][NH:26][C:19]([C:16]1[NH:17][C:18]2[C:14]([CH:15]=1)=[CH:13][CH:12]=[CH:11][C:10]=2[NH:9][S:6]([C:2]1[S:1][CH:5]=[CH:4][CH:3]=1)(=[O:7])=[O:8])=[O:21] |f:1.2,4.5|. Procedure details: To a mixture of 7-[(2-thienylsulfonyl)amino]-1H-indole-2-carboxylic acid (0.70 g), (2-bromoethyl)amine hydrobromide (0.49 g), 1H-1,2,3-benzotriazol-1-ol (0.32 g), triethylamine (0.34 mL) and N,N-dimethylformamide (20 mL) was added N-[3-(dimethylamino)propyl]-N′-ethylcarbodiimide hydrochloride (0.46 g) at 0° C., and the mixture was stirred at room temperature overnight. Water was added to the reaction mixture, and the obtained crystals were filtrated, washed with water and dried to give the title... Reactants: COCCNC1=C(C=C(C=C1)N1[CH-]OCC1=O)[N+](=O)[O-] (N-[4-(β-methoxyethyl)amino-3-nitrophenyl]oxazolidone), [OH-].[Na+] (sodium hydroxide). Solvent: C(C)O (ethanol). Yields the product COCCNC1=C(C=C(C=C1)NCCO)[N+](=O)[O-] (1-(β-methoxyethyl)amino-2-nitro-4-[(β-hydroxyethyl)amino]benzene). RXN SMILES: [CH3:1][O:2][CH2:3][CH2:4][NH:5][C:6]1[CH:11]=[CH:10][C:9]([N:12]2[C:16](=O)[CH2:15][O:14][CH-]2)=[CH:8][C:7]=1[N+:18]([O-:20])=[O:19].[OH-].[Na+]>C(O)C>[CH3:1][O:2][CH2:3][CH2:4][NH:5][C:6]1[CH:11]=[CH:10][C:9]([NH:12][CH2:16][CH2:15][OH:14])=[CH:8][C:7]=1[N+:18]([O-:20])=[O:19] |f:1.2|. Procedure details: 0.02 mole (5.6 g) of N-[4-(β-methoxyethyl)amino-3-nitrophenyl]oxazolidone, prepared according to Example 7, is added to 13.5 ml of 3N sodium hydroxide and 5.6 ml of 96° strength ethanol. Starting materials: triethyl phosphonoacetate, [H-].[Na+] (sodium hydride), suspension, N1=C(C=CC=C1)C=O (pyridine 2-carboxaldehyde), CCOC(=O)C (EtOAc). Solvent: C1CCOC1 (THF), O (water). Conditions: temperature 0 celsius, time 1 hour. Yields the product N1=C(C=CC=C1)/C=C/C(=O)OCC (Ethyl trans-3-(2-Pyridyl)acrylate). As a reaction SMILES: [H-].[Na+].[N:3]1[CH:8]=[CH:7][CH:6]=[CH:5][C:4]=1[CH:9]=O.[CH3:11][CH2:12][O:13][C:14]([CH3:16])=[O:15]>C1COCC1.O>[N:3]1[CH:8]=[CH:7][CH:6]=[CH:5][C:4]=1/[CH:9]=[CH:16]/[C:14]([O:13][CH2:12][CH3:11])=[O:15] |f:0.1|. Reported procedure: To a stirred solution of triethyl phosphonoacetate (10.5 g, 47 mmol) in THF (100 mL) at 0° C. was added sodium hydride (2.2 g of a 60% suspension in mineral oil, 55 mmol) in portions over a period of 30 min, followed by pyridine 2-carboxaldehyde (5.0 g, 47 mmol). The resulting solution was stirred at 0° C. for 1 h and then at ambient temperature for 18 h. The solution was diluted with EtOAc and water. The organic phase was separated, washed with water, dried over MgSO4, filtered, and concentrate... The reactants are Cl (HCl), OC1=C(C(=CC2=C1[C@@]1(C(C3=CC=4C(C(=CC(C4C(=C3C([C@@]1([C@@H](C2)O)OC)=O)O)=O)NC2O[C@H]([C@@H]([C@H]([C@H]2OC)O)OC)C)=O)=O)O)C)C(=O)O ((6R,6aS,14aR)-1,6,8,14a-tetrahydroxy-11-((3R,4R,5R,6S)-4-hydroxy-3,5-dimethoxy-6-methyltetrahydro-2H-pyran-2-ylamino)-6a-methoxy-3-methyl-7,9,12,14-tetraoxo-5,6,6a,7,9,12,14,14a-octahydrobenzo[a]tetracene-2-carboxylic acid), polystyrene carbodiimide, O.ON1N=NC2=C1C=CC=C2 (1-hydroxybenzotriazole hydrate), C1(=CC=CC=C1)N1CCNCC1 (1-phenylpiperazine). Run in C1CCOC1 (THF), CO (methanol). Run at time 5 hour. Yields the product Cl.OC1=C(C(=CC2=C1[C@@]1(C(C3=CC=4C(C(=CC(C4C(=C3C([C@@]1([C@@H](C2)O)OC)=O)O)=O)NC2O[C@H]([C@@H]([C@H]([C@H]2OC)O)OC)C)=O)=O)O)C)C(=O)N2CCN(CC2)C2=CC=CC=C2 ((6R,6aS,14aR)-1,6,8,14a-tetrahydroxy-11-((3R,4R,5R,6S)-4-hydroxy-3,5-dimethoxy-6-methyltetrahydro-2H-pyran-2-ylamino)-6a-methoxy-3-methyl-2-(4-phenylpiperazine-1-carbonyl)-6,6a-dihydrobenzo[a]tetracene-7,9,12,14(5H,14aH)-tetraone hydrochloride). As a reaction SMILES: [OH:1][C:2]1[C:7]2[C@@:8]3([OH:45])[C@@:21]([O:25][CH3:26])([C@H:22]([OH:24])[CH2:23][C:6]=2[CH:5]=[C:4]([CH3:46])[C:3]=1[C:47](O)=[O:48])[C:20](=[O:27])[C:19]1[C:10](=[CH:11][C:12]2[C:13](=[O:43])[C:14]([NH:30][CH:31]4[C@H:36]([O:37][CH3:38])[C@H:35]([OH:39])[C@@H:34]([O:40][CH3:41])[C@H:33]([CH3:42])[O:32]4)=[CH:15][C:16](=[O:29])[C:17]=2[C:18]=1[OH:28])[C:9]3=[O:44].O.ON1C2C=CC=CC=2N=N1.[C:61]1([N:67]2[CH2:72][CH2:71][NH:70][CH2:69][CH2:68]2)[CH:66]=[CH:65][CH:64]=[CH:63][CH:62]=1.[ClH:73]>C1COCC1.CO>[ClH:73].[OH:1][C:2]1[C:7]2[C@@:8]3([OH:45])[C@@:21]([O:25][CH3:26])([C@H:22]([OH:24])[CH2:23][C:6]=2[CH:5]=[C:4]([CH3:46])[C:3]=1[C:47]([N:70]1[CH2:71][CH2:72][N:67]([C:61]2[CH:66]=[CH:65][CH:64]=[CH:63][CH:62]=2)[CH2:68][CH2:69]1)=[O:48])[C:20](=[O:27])[C:19]1[C:10](=[CH:11][C:12]2[C:13](=[O:43])[C:14]([NH:30][CH:31]4[C@H:36]([O:37][CH3:38])[C@H:35]([OH:39])[C@@H:34]([O:40][CH3:41])[C@H:33]([CH3:42])[O:32]4)=[CH:15][C:16](=[O:29])[C:17]=2[C:18]=1[OH:28])[C:9]3=[O:44] |f:1.2,7.8|. Procedure: To a solution of (6R,6aS,14aR)-1,6,8,14a-tetrahydroxy-11-((3R,4R,5R,6S)-4-hydroxy-3,5-dimethoxy-6-methyltetrahydro-2H-pyran-2-ylamino)-6a-methoxy-3-methyl-7,9,12,14-tetraoxo-5,6,6a,7,9,12,14,14a-octahydrobenzo[a]tetracene-2-carboxylic acid (60 mg, 0.09 mmol) in THF (2 mL) was added polystyrene-carbodiimide (156 mg, 0.18 mmol), 1-hydroxybenzotriazole hydrate (24 mg, 0.18 mmol) and 1-phenylpiperazine (21 mg, 0.13 mmol). The reaction mixture was stirred at room temperature under nitrogen for 5 h. T... Reactants: NC1CCC(CC1)NC(=O)N1C[C@@H](CC1)N ((R)-3-amino-pyrrolidine-1-carboxylic acid (4-amino-cyclohexyl)-amide), C(C)(C)(C)OC(NC1CCNCC1)=O (piperidin-4-yl-carbamic acid tert-butyl ester). Yields the product NC1CCN(CC1)C(=O)N1C[C@@H](CC1)N ((4-Amino-piperidin-1-yl)-((R)-3-amino-pyrrolidin-1-yl)-methanone). Reaction SMILES: N[CH:2]1[CH2:7]C[CH:5]([NH:8][C:9]([N:11]2[CH2:15][CH2:14][C@@H:13]([NH2:16])[CH2:12]2)=[O:10])[CH2:4][CH2:3]1.C(OC(=O)[NH:23]C1CCNCC1)(C)(C)C>>[NH2:23][CH:3]1[CH2:2][CH2:7][N:8]([C:9]([N:11]2[CH2:15][CH2:14][C@@H:13]([NH2:16])[CH2:12]2)=[O:10])[CH2:5][CH2:4]1. Procedure: (4-Amino-piperidin-1-yl)-((R)-3-amino-pyrrolidin-1-yl)-methanone is prepared analogously to (R)-3-amino-pyrrolidine-1-carboxylic acid (4-amino-cyclohexyl)-amide (Intermediate IF) by replacing (4-amino-cyclohexyl)-carbamic acid tert-butyl ester with piperidin-4-yl-carbamic acid tert-butyl ester.